Dataset: the Open Reaction Database (ORD), a public repository of structured organic reaction records. Task: describe an organic reaction: reactants, conditions, products, and yield The reactants are C(C1=CC=CC=C1)OC(=O)N(C12CCC(CC1)(CC2)C(=O)ON2N=NC1=C2C=CC=C1)CC(=O)N1[C@@H](C[C@@H](C1)F)C#N ((2S,4S)-1-[[N-benzyloxycarbonyl-N-[4-(benzotriazol-1-yl)oxycarbonylbicyclo[2.2.2]oct-1-yl]amino]acetyl]-4-fluoropyrrolidine-2-carbonitrile), C(CCCCC)N (hexylamine). Yields the product C(C1=CC=CC=C1)OC(=O)N(C12CCC(CC1)(CC2)C(=O)NCCCCCC)CC(=O)N2[C@@H](C[C@@H](C2)F)C#N ((2S,4S)-1-[[N-benzyloxycarbonyl-N-[4-(N-hexylamino)carbonylbicyclo[2.2.2]oct-1-yl]amino]acetyl]-4-fluoropyrrolidine-2-carbonitrile). Reaction SMILES: [CH2:1]([O:8][C:9]([N:11]([CH2:32][C:33]([N:35]1[CH2:39][C@@H:38]([F:40])[CH2:37][C@H:36]1[C:41]#[N:42])=[O:34])[C:12]12[CH2:19][CH2:18][C:15]([C:20]([O:22]N3C4C=CC=CC=4N=N3)=O)([CH2:16][CH2:17]1)[CH2:14][CH2:13]2)=[O:10])[C:2]1[CH:7]=[CH:6][CH:5]=[CH:4][CH:3]=1.[CH2:43]([NH2:49])[CH2:44][CH2:45][CH2:46][CH2:47][CH3:48]>>[CH2:1]([O:8][C:9]([N:11]([CH2:32][C:33]([N:35]1[CH2:39][C@@H:38]([F:40])[CH2:37][C@H:36]1[C:41]#[N:42])=[O:34])[C:12]12[CH2:19][CH2:18][C:15]([C:20]([NH:49][CH2:43][CH2:44][CH2:45][CH2:46][CH2:47][CH3:48])=[O:22])([CH2:14][CH2:13]1)[CH2:16][CH2:17]2)=[O:10])[C:2]1[CH:3]=[CH:4][CH:5]=[CH:6][CH:7]=1. Procedure: In a similar manner to Example 4, (2S,4S)-1-[[N-benzyloxycarbonyl-N-[4-(benzotriazol-1-yl)oxycarbonylbicyclo[2.2.2]oct-1-yl]amino]acetyl]-4-fluoropyrrolidine-2-carbonitrile (50.0 mg) and hexylamine (15.0 μL) were used to obtain (2S,4S)-1-[[N-benzyloxycarbonyl-N-[4-(N-hexylamino)carbonylbicyclo[2.2.2]oct-1-yl]amino]acetyl]-4-fluoropyrrolidine-2-carbonitrile (42.7 mg). Reactants: C1(=CC=CC=C1)C=1N=C(OC1C1=CC=CC=C1)C(C)NC1CCCC2=C(C=CC=C12)OC (1-[1-(4,5-diphenyloxazol-2-yl)ethylamino]-1,2,3,4-tetrahydro-5-methoxynaphthalene), B(Br)(Br)Br.C(Cl)Cl (BBr3 CH2Cl2). Solvent: C(Cl)Cl (CH2Cl2). Conditions: time 3 hour. Product: C1(=CC=CC=C1)C=1N=C(OC1C1=CC=CC=C1)C(C)NC1CCCC2=C(C=CC=C12)O (1-[1-(4,5-diphenyloxazol-2-yl)ethylamino]-1,2,3,4-tetrahydro-5-hydroxynaphthalene). Yield: 72.1%. RXN SMILES: [C:1]1([C:7]2[N:8]=[C:9]([CH:18]([NH:20][CH:21]3[C:30]4[C:25](=[C:26]([O:31]C)[CH:27]=[CH:28][CH:29]=4)[CH2:24][CH2:23][CH2:22]3)[CH3:19])[O:10][C:11]=2[C:12]2[CH:17]=[CH:16][CH:15]=[CH:14][CH:13]=2)[CH:6]=[CH:5][CH:4]=[CH:3][CH:2]=1.B(Br)(Br)Br.C(Cl)Cl>C(Cl)Cl>[C:1]1([C:7]2[N:8]=[C:9]([CH:18]([NH:20][CH:21]3[C:30]4[C:25](=[C:26]([OH:31])[CH:27]=[CH:28][CH:29]=4)[CH2:24][CH2:23][CH2:22]3)[CH3:19])[O:10][C:11]=2[C:12]2[CH:17]=[CH:16][CH:15]=[CH:14][CH:13]=2)[CH:6]=[CH:5][CH:4]=[CH:3][CH:2]=1 |f:1.2|. Procedure: To a solution of 1-[1-(4,5-diphenyloxazol-2-yl)ethylamino]-1,2,3,4-tetrahydro-5-methoxynaphthalene (0.33 g) in CH2Cl2 (7 ml) was added 1M BBr3—CH2Cl2 solution (1.5 ml) at 0° C. After being stirred for 3 hours at the same temperature, the solvent was evaporated in vacuo. The residue was partitioned between ethyl acetate and sat. NaHCO3. The organic layer was washed with water and brine. The dried solvent was evaporated in vacuo. The residue was purified by chromatography on silica gel to give 1-[... The reactants are C(C)(=O)OCC (ethyl acetate), CC(C)(C)[O-].[K+] (potassium tert-butylate), 3-(benzoic acid methyl ester)-methyltriphenylphosphonium chloride, C1(=CC=CC=C1)C (toluene), CN(C)CC1C(=CC(CC1)=O)C1=CC(=CC=C1)OC (4-dimethylaminomethyl-3-(3-methoxy-phenyl)-cyclohex-2-enone), C1(=CC=CC=C1)C (toluene). The solvent is diiso-ether. Conditions: temperature 70 celsius, time 1 hour. Product: COC(C1=CC(=CC=C1)/C=C\1/C(=C(C(CC1)CN(C)C)C1=CC(=CC=C1)OC)C)=O (E-3-[4-dimethylaminomethyl-3-(3-methoxy-phenyl)-2-methyl-cyclohex-2-enylidenemethyl]-benzoic acid methyl ester). RXN SMILES: [CH3:1]C([O-])(C)C.[K+].[C:7]1([CH3:13])[CH:12]=C[CH:10]=[CH:9][CH:8]=1.[CH3:14][N:15]([CH2:17][CH:18]1[CH2:23][CH2:22][C:21](=O)[CH:20]=[C:19]1[C:25]1[CH:30]=[CH:29][CH:28]=[C:27]([O:31][CH3:32])[CH:26]=1)[CH3:16].[C:33]([O:36][CH2:37]C)(=[O:35])[CH3:34]>>[CH3:37][O:36][C:33](=[O:35])[C:34]1[CH:10]=[CH:9][CH:8]=[C:7](/[CH:13]=[C:21]2/[C:20]([CH3:1])=[C:19]([C:25]3[CH:30]=[CH:29][CH:28]=[C:27]([O:31][CH3:32])[CH:26]=3)[CH:18]([CH2:17][N:15]([CH3:16])[CH3:14])[CH2:23][CH2:22]/2)[CH:12]=1 |f:0.1|. Procedure: 42.6 g potassium tert-butylate and 169.8 g 3-(benzoic acid methyl ester)-methyltriphenylphosphonium chloride were suspended in 1.51 analytical grade toluene under a nitrogen atmosphere at room temperature and the suspension was then stirred at 70° C. for one hour. 10 g 4-dimethylaminomethyl-3-(3-methoxy-phenyl)-cyclohex-2-enone in 100 ml analytical grade toluene were added at this temperature and the mixture was stirred at 70° C. for 3 days. The mixture was quenched with 500 ml water. The phases... The reagents and catalysts are [Cu]I (copper(I) iodide). Reactants: C(=C)[Mg]Cl (Vinylmagnesium chloride), C(C1=CC=CC=C1)OC[C@@H]1OC1 ((2R)-2-[(benzyloxy)methyl]oxirane), [Cl-].[NH4+] (ammonium chloride). Reaction SMILES: [CH2:1]([O:8][CH2:9][C@H:10]1[CH2:12][O:11]1)[C:2]1[CH:7]=[CH:6][CH:5]=[CH:4][CH:3]=1.[CH:13]([Mg]Cl)=[CH2:14].[Cl-].[NH4+]>C(OCC)C.[Cu]I>[CH2:1]([O:8][CH2:9][C@H:10]([OH:11])[CH2:12][CH:13]=[CH2:14])[C:2]1[CH:7]=[CH:6][CH:5]=[CH:4][CH:3]=1 |f:2.3|. Reported procedure: A mixture of (2R)-2-[(benzyloxy)methyl]oxirane (9.8 g, 60 mmol) and copper(I) iodide (648 mg, 3.40 mmol) in diethyl ether (150 mL) was cooled to −78° C. Vinylmagnesium chloride (1.6 M solution in tetrahydrofuran; 41.0 mL, 65.6 mmol) was added drop-wise, and the reaction mixture was allowed to warm slowly to room temperature and stir for 18 hours. Ice and saturated aqueous ammonium chloride solution were added, and the mixture was extracted with ethyl acetate. The combined organic layers were was... The solvent is C(C)OCC (diethyl ether). Run at temperature -78 celsius, time 18 hour. Product: C(C1=CC=CC=C1)OC[C@@H](CC=C)O ((2R)-1-(benzyloxy)pent-4-en-2-ol). Starting materials: CC(C)(C)[Si](C)(C)Cl, CN(C)C=O, Oc1ccc(I)cc1, O. The product is CC(C)(C)[Si](C)(C)Oc1ccc(I)cc1. As a reaction SMILES: [C:1]([CH3:2])([CH3:3])([CH3:4])[Si:5]([CH3:6])([CH3:7])[Cl:8].[CH3:18][N:19]([CH3:20])[CH:21]=[O:22].[I:9][c:10]1[cH:11][cH:12][c:13]([OH:16])[cH:14][cH:15]1.[OH2:17]>>[C:1]([CH3:2])([CH3:3])([CH3:4])[Si:5]([CH3:6])([CH3:7])[O:16][c:13]1[cH:12][cH:11][c:10]([I:9])[cH:15][cH:14]1. Reactants: CC(C)(CCCCCOC1=C(C=C(C(=C1)OCC1=CC=CC=C1)C1=CC=C(C=C1)F)CC)C1=NN=NN1 (2-methyl-2-(1H-tetrazol-5-yl)-7-(2-ethyl-4-(4-fluorophenyl)-5-benzyloxyphenoxy)heptane). The reagents and catalysts are [Pd] (palladium on carbon). Solvent: C(C)O (ethanol). Reaction conditions: time 2 hour. Product: CC(C)(CCCCCOC1=C(C=C(C(=C1)O)C1=CC=C(C=C1)F)CC)C1=NN=NN1 (2-Methyl-2-(1H-tetrazol-5-yl)-7-(2-ethyl-4-(4-fluorophenyl)-5-hydroxyphenoxy)heptane). Reaction SMILES: [CH3:1][C:2]([C:33]1[NH:37][N:36]=[N:35][N:34]=1)([CH2:4][CH2:5][CH2:6][CH2:7][CH2:8][O:9][C:10]1[CH:15]=[C:14]([O:16]CC2C=CC=CC=2)[C:13]([C:24]2[CH:29]=[CH:28][C:27]([F:30])=[CH:26][CH:25]=2)=[CH:12][C:11]=1[CH2:31][CH3:32])[CH3:3]>[Pd].C(O)C>[CH3:1][C:2]([C:33]1[NH:37][N:36]=[N:35][N:34]=1)([CH2:4][CH2:5][CH2:6][CH2:7][CH2:8][O:9][C:10]1[CH:15]=[C:14]([OH:16])[C:13]([C:24]2[CH:25]=[CH:26][C:27]([F:30])=[CH:28][CH:29]=2)=[CH:12][C:11]=1[CH2:31][CH3:32])[CH3:3]. Procedure: A mixture of 1.1 g of 2-methyl-2-(1H-tetrazol-5-yl)-7-(2-ethyl-4-(4-fluorophenyl)-5-benzyloxyphenoxy)heptane, 1 g of 10% palladium on carbon, and 200 mL of ethanol was hydrogenated on a Parr™ apparatus at 35-40 psi for 2 hours. The mixture was filtered and the filtrate evaporated in vacuo. The residue was chromatographed on silica gel eluting with dichloromethane/methanol providing 750 mg (84%) of the desired title product. MS, NMR. Crystallization from diethyl ether/hexanes gave material with a...